From a dataset of the Open Reaction Database (ORD), a public repository of structured organic reaction records. describe an organic reaction: reactants, conditions, products, and yield Starting materials: CCOC(=O)C(C(=O)OCC)C(=O)C(C)(CC)c1cccc(Cl)c1, O=P12OP3(=O)OP(=O)(O1)OP(=O)(O2)O3, O, O=S(=O)(O)O. The product is CCOC(=O)C1=C(O)c2ccc(Cl)cc2C(C)(CC)C1=O. Reaction SMILES: [Cl:20][c:21]1[cH:22][c:23]([C:27]([C:28](=[O:29])[CH:30]([C:31](=[O:32])[O:33][CH2:34][CH3:35])[C:36](=[O:37])[O:38][CH2:39][CH3:40])([CH2:41][CH3:42])[CH3:43])[cH:24][cH:25][cH:26]1.[O:6]=[P:7]12[O:8][P:9]3(=[O:19])[O:10][P:11](=[O:17])([O:12][P:13](=[O:16])([O:14]3)[O:15]1)[O:18]2.[OH2:44].[S:1](=[O:2])(=[O:3])([OH:4])[OH:5]>>[Cl:20][c:21]1[cH:22][c:23]2[c:24]([cH:25][cH:26]1)[C:31]([OH:32])=[C:30]([C:36](=[O:37])[O:38][CH2:39][CH3:40])[C:28](=[O:29])[C:27]2([CH2:41][CH3:42])[CH3:43]. Reactants: CNC, COc1cc2c(Nc3ccc(Cl)cc3F)c(C#N)cnc2cc1OCCCCl, [I-], [Na+], C1CCOC1. Yields the product COc1cc2c(Nc3ccc(Cl)cc3F)c(C#N)cnc2cc1OCCCN(C)C. As a reaction SMILES: [CH3:31][NH:32][CH3:33].[Cl:1][c:2]1[cH:3][c:4]([F:28])[c:5]([NH:8][c:9]2[c:10]([C:26]#[N:27])[cH:11][n:12][c:13]3[cH:14][c:15]([O:21][CH2:22][CH2:23][CH2:24][Cl:25])[c:16]([O:19][CH3:20])[cH:17][c:18]23)[cH:6][cH:7]1.[I-:30].[Na+:29].[O:34]1[CH2:35][CH2:36][CH2:37][CH2:38]1>>[Cl:1][c:2]1[cH:3][c:4]([F:28])[c:5]([NH:8][c:9]2[c:10]([C:26]#[N:27])[cH:11][n:12][c:13]3[cH:14][c:15]([O:21][CH2:22][CH2:23][CH2:24][N:32]([CH3:31])[CH3:33])[c:16]([O:19][CH3:20])[cH:17][c:18]23)[cH:6][cH:7]1. Starting materials: CC(=O)O, O=N[O-], CCCn1c(=O)cc(N)[nH]c1=O, [Na+], O. Yields the product CCCn1c(=O)[nH]c(N)c(N=O)c1=O. RXN SMILES: [C:18]([OH:19])(=[O:20])[CH3:21].[N:13](=[O:14])[O-:15].[NH2:1][c:2]1[cH:3][c:4](=[O:12])[n:5]([CH2:9][CH2:10][CH3:11])[c:6](=[O:8])[nH:7]1.[Na+:16].[OH2:17]>>[NH2:1][c:2]1[c:3]([N:13]=[O:14])[c:4](=[O:12])[n:5]([CH2:9][CH2:10][CH3:11])[c:6](=[O:8])[nH:7]1. Reactants: C(=O)NN (formylhydrazine), FC1=C(CN=C=O)C=CC=C1 (2-fluorobenzyl isocyanate). The solvent is C1CCOC1 (THF), C1CCOC1 (THF). Conditions: temperature 50 celsius, time 30 minute. Product: FC1=C(CNC(=O)NNC=O)C=CC=C1 (N-(2-fluorobenzyl)-2-formylhydrazinecarboxamide). Reaction SMILES: [CH:1]([NH:3][NH2:4])=[O:2].[F:5][C:6]1[CH:15]=[CH:14][CH:13]=[CH:12][C:7]=1[CH2:8][N:9]=[C:10]=[O:11]>C1COCC1>[F:5][C:6]1[CH:15]=[CH:14][CH:13]=[CH:12][C:7]=1[CH2:8][NH:9][C:10]([NH:4][NH:3][CH:1]=[O:2])=[O:11]. Reported procedure: Under argon, 1.99 g (33 mmol) of formylhydrazine are placed in 80 ml THF. The solution is heated to 50° C., treated dropwise with a solution of 5.00 g (33 mmol) of 2-fluorobenzyl isocyanate in 50 ml THF and the resulting mixture stirred for 30 mins more at 50° C. It is then freed of solvent on the rotary evaporator. The residue is stirred with diethyl ether, the precipitate suction-filtered, then washed with diethyl ether and the white solid dried under high vacuum. 5.73 g (82% of theory) of the... Reactants: CCOCC, CCCCCC, CC(C)(C)OC(=O)NCCCCN, CCSC(=S)Nc1ccccn1. Product: CC(C)(C)OC(=O)NCCCCNC(=S)Nc1ccccn1. Reaction SMILES: [CH2:26]([O:27][CH2:28][CH3:29])[CH3:30].[CH3:31][CH2:32][CH2:33][CH2:34][CH2:35][CH3:36].[NH2:13][CH2:14][CH2:15][CH2:16][CH2:17][NH:18][C:19]([O:20][C:21]([CH3:22])([CH3:23])[CH3:24])=[O:25].[n:1]1[c:2]([NH:7][C:8]([S:9][CH2:10][CH3:11])=[S:12])[cH:3][cH:4][cH:5][cH:6]1>>[n:1]1[c:2]([NH:7][C:8](=[S:12])[NH:13][CH2:14][CH2:15][CH2:16][CH2:17][NH:18][C:19]([O:20][C:21]([CH3:22])([CH3:23])[CH3:24])=[O:25])[cH:3][cH:4][cH:5][cH:6]1. Reactants: CC(C)(C1=CC=C(C=C1)OCCO)C2=CC=C(C=C2)OCCO (Photonol 7025), 1L, C(C(=C)C)(=O)OCCN=C=O (isocyanatoethyl methacrylate). Conditions: time 26 hour. Yields the product OC1=CC=C(C=C1)C(C)(C)C1=CC=C(C=C1)O (Bis Phenol A). As a reaction SMILES: [CH3:1][C:2]([C:14]1[CH:19]=[CH:18][C:17]([O:20]CCO)=[CH:16][CH:15]=1)([C:4]1[CH:9]=[CH:8][C:7]([O:10]CCO)=[CH:6][CH:5]=1)[CH3:3].C(OCCN=C=O)(=O)C(C)=C>>[OH:10][C:7]1[CH:6]=[CH:5][C:4]([C:2]([C:14]2[CH:15]=[CH:16][C:17]([OH:20])=[CH:18][CH:19]=2)([CH3:3])[CH3:1])=[CH:9][CH:8]=1. Procedure details: A total of 200 g (0.345 mol) of dry Photonol 7025 is placed into a 1L three neck flask equipped with mechanical agitation, and gas-inlet tube. The system is flushed with dry nitrogen and then dry oxygen. To the BPA are added 375 g of dry acetonitrile and allowed to mix until the BPA has completely dissolved. Subsequently 2 drops of stannous octoate and 500 ppm MEHQ are, added. Via a dropping funnel are added 107.1 g (0.690 mol) of isocyanatoethyl methacrylate. The reaction is allowed to proceed ... The reactants are COC=1C=C(C=CC1OC)C1=NNC([C@H]2CC=CC[C@@H]12)=O ((cis)-4-(3,4-Dimethoxyphenyl)-4a,5,8,8a-tetrahydro-2H-phthalazin-1-one), Cl.N1=CC(=CC=C1)CCl (3-picolylchloride hydrochloride), compound 105. Yields the product COC=1C=C(C=CC1OC)C1=NN(C([C@H]2CC=CC[C@@H]12)=O)CC=1C=NC=CC1 ((cis)-4-(3,4-Dimethoxyphenyl)-2-(3-pyridylmethyl)-4a,5,8,8a-tetrahydro-2H-phthalazin-1-one). As a reaction SMILES: [CH3:1][O:2][C:3]1[CH:4]=[C:5]([C:11]2[C@H:20]3[C@H:15]([CH2:16][CH:17]=[CH:18][CH2:19]3)[C:14](=[O:21])[NH:13][N:12]=2)[CH:6]=[CH:7][C:8]=1[O:9][CH3:10].Cl.[N:23]1[CH:28]=[CH:27][CH:26]=[C:25]([CH2:29]Cl)[CH:24]=1>>[CH3:1][O:2][C:3]1[CH:4]=[C:5]([C:11]2[C@H:20]3[C@H:15]([CH2:16][CH:17]=[CH:18][CH2:19]3)[C:14](=[O:21])[N:13]([CH2:29][C:25]3[CH:24]=[N:23][CH:28]=[CH:27][CH:26]=3)[N:12]=2)[CH:6]=[CH:7][C:8]=1[O:9][CH3:10] |f:1.2|. Reported procedure: Prepared from compound 3 and 3-picolylchloride hydrochloride as described for compound 105. Purified by chromatography (ethyl acetate). Crystallized from diethyl ether. M.p. 117°-120° C.